This data is from the Open Reaction Database (ORD), a public repository of structured organic reaction records. The task is: describe an organic reaction: reactants, conditions, products, and yield The reactants are N(=O)[O-].[Na+] (sodium nitrite), C(CC(=O)C)(=O)OCC1=CC=CC=C1 (benzyl acetoacetate), C(C)(=O)O (acetic acid). Solvent: O (water), O (water). Run at time 1 hour. Product: N(O)=CC(CC(=O)OCC1=CC=CC=C1)=O (Benzyl Oximino-Acetoacetate), [ 1.1 ]. As a reaction SMILES: [C:1]([O:7][CH2:8][C:9]1[CH:14]=[CH:13][CH:12]=[CH:11][CH:10]=1)(=[O:6])[CH2:2][C:3]([CH3:5])=[O:4].C(O)(=O)C.[N:19]([O-])=[O:20].[Na+]>O>[N:19](=[CH:5][C:3](=[O:4])[CH2:2][C:1]([O:7][CH2:8][C:9]1[CH:10]=[CH:11][CH:12]=[CH:13][CH:14]=1)=[O:6])[OH:20] |f:2.3|. Procedure: In a three necked one liter flask fitted with a thermometer, a dropping funnel and a magnetic stirrer were placed 173 g. (0.9 mole) of benzyl acetoacetate [The benzyl acetoacetate was prepared as described by Baker et al., J. Org. Chem. 17, 91 (1952)] and 130 ml. of glacial acetic acid. The contents were cooled in an ice bath and a solution of 69 g. (1 mole) of sodium nitrite in 130 ml. of water was added over a period of half an hour; the temperature was kept at 0° C. to 10° C. After the reacti... Starting materials: FC(CCC#CCC#CCCCCC=CCCCCC)C=1OCC(N1)(C)C (2-(1-fluorononadec-13-en-4,7-diynyl)-4,5-dihydro-4,4-dimethyloxazole), O (water). The solvent is Cl (HCl). Reaction conditions: temperature 23 celsius, time 15 minute. Product: FC(C(=O)O)CCC#CCC#CCCCC\C=C/CCCCC ((Z)-2-fluoro-14-eicosene-5,8-diynoic acid). Yield: 66.0%. As a reaction SMILES: [F:1][CH:2]([C:21]1[O:22]CC(C)(C)N=1)[CH2:3][CH2:4][C:5]#[C:6][CH2:7][C:8]#[C:9][CH2:10][CH2:11][CH2:12][CH2:13][CH:14]=[CH:15][CH2:16][CH2:17][CH2:18][CH2:19][CH3:20].[OH2:28]>Cl>[F:1][CH:2]([CH2:3][CH2:4][C:5]#[C:6][CH2:7][C:8]#[C:9][CH2:10][CH2:11][CH2:12][CH2:13]/[CH:14]=[CH:15]\[CH2:16][CH2:17][CH2:18][CH2:19][CH3:20])[C:21]([OH:22])=[O:28]. Reported procedure: A suspension of 2-(1-fluorononadec-13-en-4,7-diynyl)-4,5-dihydro-4,4-dimethyloxazole (86 mg) in 3 ml of 3N HCl was refluxed wih stirring under argon for 15 min. It was cooled to about 23° C., diluted with 3 ml of water, and extracted three times with ether. The ether extracts were combined, washed with brine, and dried over MgSO4. Concentration of ether at 35° C./35 mmHg gave the crude acid which was purified by flash chromatography on silica gel (8 g, 230-400 mesh). Elution with HOAc-CH3OH-CHCl... The reactants are N#Cc1cc(F)cc(-c2ccc(Br)o2)c1, C[Sn](C)(C)c1ccccn1, Cc1ccccc1, c1ccc(P(c2ccccc2)(c2ccccc2)[Pd](P(c2ccccc2)(c2ccccc2)c2ccccc2)(P(c2ccccc2)(c2ccccc2)c2ccccc2)P(c2ccccc2)(c2ccccc2)c2ccccc2)cc1. The product is N#Cc1cc(F)cc(-c2ccc(-c3ccccn3)o2)c1. Reaction SMILES: [Br:1][c:2]1[cH:3][cH:4][c:5](-[c:7]2[cH:8][c:9]([C:10]#[N:11])[cH:12][c:13]([F:15])[cH:14]2)[o:6]1.[CH3:16][Sn:17]([c:18]1[n:19][cH:20][cH:21][cH:22][cH:23]1)([CH3:24])[CH3:25].[CH3:26][c:27]1[cH:28][cH:29][cH:30][cH:31][cH:32]1.[cH:33]1[cH:34][cH:35][c:36]([P:37]([Pd:38]([P:39]([c:40]2[cH:41][cH:42][cH:43][cH:44][cH:45]2)([c:46]2[cH:47][cH:48][cH:49][cH:50][cH:51]2)[c:52]2[cH:53][cH:54][cH:55][cH:56][cH:57]2)([P:58]([c:59]2[cH:60][cH:61][cH:62][cH:63][cH:64]2)([c:65]2[cH:66][cH:67][cH:68][cH:69][cH:70]2)[c:71]2[cH:72][cH:73][cH:74][cH:75][cH:76]2)[P:77]([c:78]2[cH:79][cH:80][cH:81][cH:82][cH:83]2)([c:84]2[cH:85][cH:86][cH:87][cH:88][cH:89]2)[c:90]2[cH:91][cH:92][cH:93][cH:94][cH:95]2)([c:96]2[cH:97][cH:98][cH:99][cH:100][cH:101]2)[c:102]2[cH:103][cH:104][cH:105][cH:106][cH:107]2)[cH:108][cH:109]1>>[c:2]1(-[c:18]2[n:19][cH:20][cH:21][cH:22][cH:23]2)[cH:3][cH:4][c:5](-[c:7]2[cH:8][c:9]([C:10]#[N:11])[cH:12][c:13]([F:15])[cH:14]2)[o:6]1. The reactants are ClCCCC(C(=O)NNC(=O)OC(C)(C)C)C1CCOCC1 (tert-Butyl N′-[5-chloro-2-(tetrahydropyran-4-yl)-pentanoyl]-hydrazinecarboxylate). Solvent: Cl (hydrogen chloride), O1CCOCC1 (dioxane). Conditions: time 2.5 hour. Yields the product Cl.ClCCCC(C(=O)NN)C1CCOCC1 (5-chloro-2-(tetrahydropyran-4-yl)-valeric acid hydrazide hydrochloride). Yield: 212.4%. RXN SMILES: [Cl:1][CH2:2][CH2:3][CH2:4][CH:5]([CH:17]1[CH2:22][CH2:21][O:20][CH2:19][CH2:18]1)[C:6]([NH:8][NH:9]C(OC(C)(C)C)=O)=[O:7]>Cl.O1CCOCC1>[ClH:1].[Cl:1][CH2:2][CH2:3][CH2:4][CH:5]([CH:17]1[CH2:22][CH2:21][O:20][CH2:19][CH2:18]1)[C:6]([NH:8][NH2:9])=[O:7] |f:3.4|. Reported procedure: tert-Butyl N′-[5-chloro-2-(tetrahydropyran-4-yl)-pentanoyl]-hydrazinecarboxylate (250 mg) was dissolved in a solution of 4 N hydrogen chloride in dioxane (2 ml), and the reaction solution was stirred at room temperature for 2.5 hours. The reaction solution was concentrated under reduced pressure to obtain 215 mg of the title compound. The property value of the compound is as follows. Starting materials: C1(C=2C(C(N1)=O)=CC=CC2)=O.[K] (potassium phthalimide), O[C@@H]1[C@H]([C@@H](CCC[C@H](CN2C(C=3C(C2=O)=CC=CC3)=O)C)C)[C@]3(CC[C@@H]2[C@]4(CC[C@@H](CC4=CC[C@H]2[C@@H]3C1)O)C)C ((25R)-16β-hydroxy-26-phthalimidocholesterol). The product is O=C1[C@H]([C@@H](CCC[C@H](CN2C(C=3C(C2=O)=CC=CC3)=O)C)C)[C@]3(CC[C@@H]2[C@]4(CC[C@@H](CC4=CC[C@H]2[C@@H]3C1)O)C)C ((25R)-16-oxo-26-phthalimidocholesterol). RXN SMILES: C1(=O)NC(=O)C2=CC=CC=C12.[K].[OH:13][C@H:14]1[CH2:49][C@@H:48]2[C@:35]([CH3:52])([CH2:36][CH2:37][C@H:38]3[C@H:47]2[CH2:46][CH:45]=[C:44]2[C@:39]3([CH3:51])[CH2:40][CH2:41][C@H:42]([OH:50])[CH2:43]2)[C@H:15]1[C@H:16]([CH3:34])[CH2:17][CH2:18][CH2:19][C@@H:20]([CH3:33])[CH2:21][N:22]1[C:26](=[O:27])[C:25]2=[CH:28][CH:29]=[CH:30][CH:31]=[C:24]2[C:23]1=[O:32]>>[O:13]=[C:14]1[CH2:49][C@@H:48]2[C@:35]([CH3:52])([CH2:36][CH2:37][C@H:38]3[C@H:47]2[CH2:46][CH:45]=[C:44]2[C@:39]3([CH3:51])[CH2:40][CH2:41][C@H:42]([OH:50])[CH2:43]2)[C@H:15]1[C@H:16]([CH3:34])[CH2:17][CH2:18][CH2:19][C@@H:20]([CH3:33])[CH2:21][N:22]1[C:23](=[O:32])[C:24]2=[CH:31][CH:30]=[CH:29][CH:28]=[C:25]2[C:26]1=[O:27] |f:0.1,^1:11|. Procedure: According to Scheme 1, (25R)-16β-26-dihydroxycholesterol (2), prepared in one step from diosgenin, is selectively reacted at the C-26 hydroxyl group with p-toluene sulfonyl chloride to yield (25R)-16β-26-dihydroxycholesterol 26-tosylate (3) which is then reacted with potassium phthalimide. The resulting (25R)-16β-hydroxy-26-phthalimidocholesterol (4) is then subjected to a modified Jones oxidation which selectively oxidizes the 16β hydroxy group to form (25R)-16-oxo-26-phthalimidocholesterol (5)... The reactants are OC(CN1C2=NC=NC(=C2N=C1)N)C (9-(2-Hydroxy-1-propyl)adenine), N(=O)[O-].[Na+] (sodium nitrite), O (H2O). Solvent: C(C)(=O)O (acetic acid). Run at time 3 hour. The product is OC(CN1C=2N=CNC(C2N=C1)=O)C (9-(2-HYDROXY-1-PROPYL)HYPOXANTHINE). Reaction SMILES: [OH:1][CH:2]([CH3:14])[CH2:3][N:4]1[CH:12]=[N:11][C:10]2[C:5]1=[N:6][CH:7]=[N:8][C:9]=2N.N([O-])=[O:16].[Na+].O>C(O)(=O)C>[OH:1][CH:2]([CH3:14])[CH2:3][N:4]1[CH:12]=[N:11][C:10]2[C:9](=[O:16])[NH:8][CH:7]=[N:6][C:5]1=2 |f:1.2|. Reported procedure: 9-(2-Hydroxy-1-propyl)adenine (I, 4.0 g, 20.7 mmol) was suspened in 50% acetic acid (20 ml) and sodium nitrite (4 g, 58 mmol), was slowly added. The mixture was stirred at 25° for 3 hr. The resulting solution was evaporated to dryness and isopropanol added; this operation was repeated once. The solid residue was boiled in isopropanol and filtered. The filtrate was evaporated and crystallized by addition of acetone. Recrystallization was made from iso-propanol/methanol (98:2); a colorless crystal...